This data is from the Open Reaction Database (ORD), a public repository of structured organic reaction records. The task is: describe an organic reaction: reactants, conditions, products, and yield Reactants: CS(=O)(=O)O, CC(CC(=O)O)Oc1ccc([N+](=O)[O-])cc1. Product: CC1CC(=O)c2cc([N+](=O)[O-])ccc2O1. RXN SMILES: [CH3:17][S:18](=[O:19])(=[O:20])[OH:21].[N+:1](=[O:2])([O-:3])[c:4]1[cH:5][cH:6][c:7]([O:8][CH:9]([CH2:10][C:11](=[O:12])[OH:13])[CH3:14])[cH:15][cH:16]1>>[N+:1](=[O:2])([O-:3])[c:4]1[cH:5][c:6]2[c:7]([cH:15][cH:16]1)[O:8][CH:9]([CH3:14])[CH2:10][C:11]2=[O:13].